Dataset: the Open Reaction Database (ORD), a public repository of structured organic reaction records. Task: describe an organic reaction: reactants, conditions, products, and yield Starting materials: FC1=CC=C(N)C=C1 (4-fluoroaniline), CC1N(CCC2=CC=CC=C12)C1=NC(=NC(=C1)CCC)Cl (4-(1-methyl-1,2,3,4-tetrahydroisoquinolin-2-yl)-6-propyl-2-chloropyrimidine). Solvent: CN(C=O)C (dimethylformamide). Yields the product Cl.CC1N(CCC2=CC=CC=C12)C1=NC(=NC(=C1)CCC)NC1=CC=C(C=C1)F (4-(1-methyl-1,2,3,4-tetrahydroisoquinolin-2-yl)-6-propyl-2-(4-fluorophenylamino)pyrimidine hydrochloride). Yield: 43.8%. Reaction SMILES: [F:1][C:2]1[CH:8]=[CH:7][C:5]([NH2:6])=[CH:4][CH:3]=1.[CH3:9][CH:10]1[C:19]2[C:14](=[CH:15][CH:16]=[CH:17][CH:18]=2)[CH2:13][CH2:12][N:11]1[C:20]1[CH:25]=[C:24]([CH2:26][CH2:27][CH3:28])[N:23]=[C:22]([Cl:29])[N:21]=1>CN(C)C=O>[ClH:29].[CH3:9][CH:10]1[C:19]2[C:14](=[CH:15][CH:16]=[CH:17][CH:18]=2)[CH2:13][CH2:12][N:11]1[C:20]1[CH:25]=[C:24]([CH2:26][CH2:27][CH3:28])[N:23]=[C:22]([NH:6][C:5]2[CH:7]=[CH:8][C:2]([F:1])=[CH:3][CH:4]=2)[N:21]=1 |f:3.4|. Procedure details: After 4-fluoroaniline(0.27 ml, 2.85 mmol) was added to a mixture solution of 4-(1-methyl-1,2,3,4-tetrahydroisoquinolin-2-yl)-6-propyl-2-chloropyrimidine(0.5 g, 1.66 mmol) and dimethylformamide(5 ml), 0.3 g of the titled compound was obtained in accordance with the same procedure as in Step 2 of Example 1. The reactants are aqueous solution, CN (methylamine), COC(NCC1=CN=C(S1)Cl)=N[N+](=O)[O-] (O-methyl-N-(2-chloro-5-thiazolylmethyl)-N'-nitroisourea). Run in O (water). Reaction conditions: time 14 hour. Product: ClC=1SC(=CN1)CNC(=N[N+](=O)[O-])NC (1-(2-chloro-5-thiazolylmethyl)-3-methyl-2-nitroguanidine). Isolated yield 92.1%. As a reaction SMILES: CO[C:3](=[N:12][N+:13]([O-:15])=[O:14])[NH:4][CH2:5][C:6]1[S:10][C:9]([Cl:11])=[N:8][CH:7]=1.[CH3:16][NH2:17]>O>[Cl:11][C:9]1[S:10][C:6]([CH2:5][NH:4][C:3]([NH:17][CH3:16])=[N:12][N+:13]([O-:15])=[O:14])=[CH:7][N:8]=1. Reported procedure: To a suspension of O-methyl-N-(2-chloro-5-thiazolylmethyl)-N'-nitroisourea (1.00 g, 4.00 mmol) in water (10 ml) was added 40% aqueous solution of methylamine (0.77 g; 9.92 mmol) dropwise. The mixture was stirred at room temperature for 14 hours and the resulting crystals were collected by filtration, washed with water (10 ml), and dried. As a result, 0.92 g (92.0% yield) of 1-(2-chloro-5-thiazolylmethyl)-3-methyl-2-nitroguanidine was obtained.